Task: describe an organic reaction: reactants, conditions, products, and yield. Dataset: the Open Reaction Database (ORD), a public repository of structured organic reaction records Starting materials: C(C1=CC=CC=C1)OC(N(CCC1=C(NC2=CC=C(C=C12)O)C1=CC(=CC(=C1)C)C)CCCCC1=CC=C(C=C1)OCC1=CC=CC=C1)=O ([4-(4-benzyloxyphenyl)-butyl]-[2-[2-(3,5-dimethylphenyl)-5-hydroxy-1H-indol-3-yl]ethyl]carbamic acid benzyl ester), C(C)N=C=O (ethyl isocyanate), C(C)N=C=O (ethyl isocyanate). Yields the product C(C1=CC=CC=C1)OC(=O)N(CCC1=C(NC2=CC=C(C=C12)OC(NCC)=O)C1=CC(=CC(=C1)C)C)CCCCC1=CC=C(C=C1)OCC1=CC=CC=C1 (Ethylcarbamic acid 3-(2-[benzyloxycarbonyl-[4-(4-benzyloxyphenyl)butyl]amino]-ethyl)-2-(3,5-dimethylphenyl)-1H-indol-5-yl ester). RXN SMILES: [CH2:1]([O:8][C:9](=[O:49])[N:10]([CH2:31][CH2:32][CH2:33][CH2:34][C:35]1[CH:40]=[CH:39][C:38]([O:41][CH2:42][C:43]2[CH:48]=[CH:47][CH:46]=[CH:45][CH:44]=2)=[CH:37][CH:36]=1)[CH2:11][CH2:12][C:13]1[C:21]2[C:16](=[CH:17][CH:18]=[C:19]([OH:22])[CH:20]=2)[NH:15][C:14]=1[C:23]1[CH:28]=[C:27]([CH3:29])[CH:26]=[C:25]([CH3:30])[CH:24]=1)[C:2]1[CH:7]=[CH:6][CH:5]=[CH:4][CH:3]=1.[CH2:50]([N:52]=[C:53]=[O:54])[CH3:51]>>[CH2:1]([O:8][C:9]([N:10]([CH2:31][CH2:32][CH2:33][CH2:34][C:35]1[CH:40]=[CH:39][C:38]([O:41][CH2:42][C:43]2[CH:44]=[CH:45][CH:46]=[CH:47][CH:48]=2)=[CH:37][CH:36]=1)[CH2:11][CH2:12][C:13]1[C:21]2[C:16](=[CH:17][CH:18]=[C:19]([O:22][C:53](=[O:54])[NH:52][CH2:50][CH3:51])[CH:20]=2)[NH:15][C:14]=1[C:23]1[CH:24]=[C:25]([CH3:30])[CH:26]=[C:27]([CH3:29])[CH:28]=1)=[O:49])[C:2]1[CH:7]=[CH:6][CH:5]=[CH:4][CH:3]=1. Procedure details: To a solution of [4-(4-benzyloxyphenyl)-butyl]-[2-[2-(3,5-dimethylphenyl)-5-hydroxy-1H-indol-3-yl]ethyl]carbamic acid benzyl ester (50 mg in 0.5 mL dry tetrahydrofuran) was added 0.035 mL of ethyl isocyanate and the mixture stirred at room temperature. Over the course of 2 weeks, additional ethyl isocyanate was added in portions and the mixture heated to reflux for several days after which time it was cooled to room temperature, concentrated in vacuo and purified by flash chromatography on silic... The reactants are CC=1C=C(C=CC1)C1=CC=NC=2N1N=CC2C#N (7-(3-methylphenyl)pyrazolo[1,5-a]-pyrimidine-3-carbonitrile), S(O)(O)(=O)=O (sulfuric acid), [OH-].[NH4+] (ammonium hydroxide). RXN SMILES: [CH3:1][C:2]1[CH:3]=[C:4]([C:8]2[N:13]3[N:14]=[CH:15][C:16]([C:17]#[N:18])=[C:12]3[N:11]=[CH:10][CH:9]=2)[CH:5]=[CH:6][CH:7]=1.S(=O)(=O)(O)[OH:20].[OH-].[NH4+]>>[CH3:1][C:2]1[CH:3]=[C:4]([C:8]2[N:13]3[N:14]=[CH:15][C:16]([C:17]([NH2:18])=[O:20])=[C:12]3[N:11]=[CH:10][CH:9]=2)[CH:5]=[CH:6][CH:7]=1 |f:2.3|. Procedure: A mixture of 7-(3-methylphenyl)pyrazolo[1,5-a]-pyrimidine-3-carbonitrile (prepared as described in Example 7 of U.S. Pat. No. 4,236,005) and concentrated sulfuric acid is stirred at room temperature for 16 hours. The solution is then carefully poured into ice with stirring and mixture is carefully made just basic with concentrated ammonium hydroxide. The solid is collected by filtration to give 7-(3-methylphenyl) pyrazolo[1,5-a]pyrimidine-3-carboxamide. Product: CC=1C=C(C=CC1)C1=CC=NC=2N1N=CC2C(=O)N (7-(3-methylphenyl) pyrazolo[1,5-a]pyrimidine-3-carboxamide). Reactants: O=C1NC(=O)c2ccccc21, CS(=O)(=O)OCC1CN(c2cccc(F)c2)C(=O)O1, [K], CN(C)C=O. Product: O=C1c2ccccc2C(=O)N1CC1CN(c2cccc(F)c2)C(=O)O1. As a reaction SMILES: [C:20]1(=[O:30])[c:21]2[c:22]([cH:26][cH:27][cH:28][cH:29]2)[C:23](=[O:25])[NH:24]1.[F:1][c:2]1[cH:3][c:4]([N:8]2[C:9](=[O:19])[O:10][CH:11]([CH2:13][O:14][S:15]([CH3:16])(=[O:17])=[O:18])[CH2:12]2)[cH:5][cH:6][cH:7]1.[K:31].[O:32]=[CH:33][N:34]([CH3:35])[CH3:36]>>[F:1][c:2]1[cH:3][c:4]([N:8]2[C:9](=[O:19])[O:10][CH:11]([CH2:13][N:24]3[C:20](=[O:30])[c:21]4[c:22]([cH:26][cH:27][cH:28][cH:29]4)[C:23]3=[O:25])[CH2:12]2)[cH:5][cH:6][cH:7]1. Reactants: CCCOC(C)c1ccc(C(=O)OC)cc1, CO, [Na+], [OH-]. The product is CCCOC(C)c1ccc(C(=O)O)cc1. RXN SMILES: [CH2:1]([CH2:2][CH3:3])[O:4][CH:5]([CH3:6])[c:7]1[cH:8][cH:9][c:10]([C:11](=[O:12])[O:13][CH3:14])[cH:15][cH:16]1.[CH3:19][OH:20].[Na+:18].[OH-:17]>>[CH2:1]([CH2:2][CH3:3])[O:4][CH:5]([CH3:6])[c:7]1[cH:8][cH:9][c:10]([C:11](=[O:12])[OH:13])[cH:15][cH:16]1. Reactants: [Si](C)(C)(C(C)(C)C)O[C@@H]1[C@H](CCCC1)N1C(C2=CC(=C3C=CC=NC3=C2C1CC=O)CC=1C=NC(=CC1)Cl)=O ({8-[(1S,2S)-2-{[tert-butyl(dimethyl)silyl]oxy}cyclohexyl]-5-[(6-chloropyridin-3-yl)methyl]-7-oxo-8,9-dihydro-7H-pyrrolo[3,4-h]quinolin-9-yl}acetaldehyde), CNC (dimethylamine), C(C)(=O)O (acetic acid), C(#N)[BH3-].[Na+] (sodium cyanoborohydride). The solvent is ClCCCl (1,2-dichloroethane). Conditions: time 14 hour. The product is ClC1=CC=C(C=N1)CC1=C2C=CC=NC2=C2C(=C1)C(N(C2CCN(C)C)[C@@H]2[C@H](CCCC2)O)=O (5-[(6-Chloropyridin-3-yl)methyl]-9-[2-(dimethylamino)ethyl]-8-[(1S,2S)-2-hydroxycyclohexyl]-8,9-dihydro-7H-pyrrolo[3,4-h]quinolin-7-one). As a reaction SMILES: [Si]([O:8][C@H:9]1[CH2:14][CH2:13][CH2:12][CH2:11][C@@H:10]1[N:15]1[CH:27]([CH2:28][CH:29]=O)[C:26]2[C:17](=[CH:18][C:19]([CH2:31][C:32]3[CH:33]=[N:34][C:35]([Cl:38])=[CH:36][CH:37]=3)=[C:20]3[C:25]=2[N:24]=[CH:23][CH:22]=[CH:21]3)[C:16]1=[O:39])(C(C)(C)C)(C)C.[CH3:40][NH:41][CH3:42].C(O)(=O)C.C([BH3-])#N.[Na+]>ClCCCl>[Cl:38][C:35]1[N:34]=[CH:33][C:32]([CH2:31][C:19]2[CH:18]=[C:17]3[C:16](=[O:39])[N:15]([C@H:10]4[CH2:11][CH2:12][CH2:13][CH2:14][C@@H:9]4[OH:8])[CH:27]([CH2:28][CH2:29][N:41]([CH3:42])[CH3:40])[C:26]3=[C:25]3[C:20]=2[CH:21]=[CH:22][CH:23]=[N:24]3)=[CH:37][CH:36]=1 |f:3.4|. Procedure details: To a solution of {8-[(1S,2S)-2-{[tert-butyl(dimethyl)silyl]oxy}cyclohexyl]-5-[(6-chloropyridin-3-yl)methyl]-7-oxo-8,9-dihydro-7H-pyrrolo[3,4-h]quinolin-9-yl}acetaldehyde (see Example 22, 0.033 g, 0.058 mmol) in 1.2 mL of 1,2-dichloroethane was added dimethylamine (2 M in tetrahydrofuran, 0.059 mL, 0.12 mmol), acetic acid (0.0034 mL, 0.058 mmol), sodium cyanoborohydride (3.7 mg, 0.058 mmol), and 4 Å molecular sieves. The mixture was irradiated in a microwave reactor at 100° C. for 20 min, cooled ... Reactants: Cc1ccc2[nH]cc(CCN)c2c1, CCO, O=CCC1CCCCC1, Cl. The product is Cc1ccc2[nH]c3c(c2c1)CCNC3CC1CCCCC1, Cl. Reaction SMILES: [CH3:11][c:12]1[cH:13][cH:14][c:15]2[nH:16][cH:17][c:18]([CH2:19][CH2:20][NH2:21])[c:22]2[cH:23]1.[CH3:24][CH2:25][OH:26].[CH:1]1([CH2:7][CH:8]=[O:9])[CH2:2][CH2:3][CH2:4][CH2:5][CH2:6]1.[ClH:10]>>[CH:1]1([CH2:7][CH:8]2[c:17]3[nH:16][c:15]4[cH:14][cH:13][c:12]([CH3:11])[cH:23][c:22]4[c:18]3[CH2:19][CH2:20][NH:21]2)[CH2:2][CH2:3][CH2:4][CH2:5][CH2:6]1.[ClH:10]. Reactants: [OH-].[Na+] (sodium hydroxide), C(C)S(=O)(=O)C1=CC=C(OC=2C(=CC3=C(NC(=N3)C3=NC=CC=C3)C2)C(=O)OC)C=C1 (Methyl 6-(4-(ethylsulfonyl)phenoxy)-2-pyridin-2-yl-1H-benzimidazole-5-carboxylate), Cl (hydrochloric acid). Conditions: temperature 50 celsius, time 8 hour. Yields the product C(C)S(=O)(=O)C1=CC=C(OC=2C(=CC3=C(NC(=N3)C3=NC=CC=C3)C2)C(=O)O)C=C1 (6-(4-(Ethylsulfonyl)phenoxy)-2-pyridin-2-yl-1H-benzimidazole-5-carboxylic acid). As a reaction SMILES: [OH-].[Na+].[CH2:3]([S:5]([C:8]1[CH:33]=[CH:32][C:11]([O:12][C:13]2[C:14]([C:28]([O:30]C)=[O:29])=[CH:15][C:16]3[N:20]=[C:19]([C:21]4[CH:26]=[CH:25][CH:24]=[CH:23][N:22]=4)[NH:18][C:17]=3[CH:27]=2)=[CH:10][CH:9]=1)(=[O:7])=[O:6])[CH3:4].Cl>>[CH2:3]([S:5]([C:8]1[CH:33]=[CH:32][C:11]([O:12][C:13]2[C:14]([C:28]([OH:30])=[O:29])=[CH:15][C:16]3[N:20]=[C:19]([C:21]4[CH:26]=[CH:25][CH:24]=[CH:23][N:22]=4)[NH:18][C:17]=3[CH:27]=2)=[CH:10][CH:9]=1)(=[O:6])=[O:7])[CH3:4] |f:0.1|. Reported procedure: 10 ml of aqueous 1 N sodium hydroxide solution was added to 2.3 g of the methyl ester compound obtained in Example 174, and the reaction liquid was stirred overnight at 50° C. 4 ml of 3 N hydrochloric acid was added to the reaction liquid, and the precipitated deposit was taken out through filtration to obtain the entitled compound.